Dataset: the Open Reaction Database (ORD), a public repository of structured organic reaction records. Task: describe an organic reaction: reactants, conditions, products, and yield Starting materials: CCOC(C)=O, CCO, Cc1ccn2cc(CCl)nc2c1, NC(N)=S. As a reaction SMILES: [CH3:17][CH2:18][O:19][C:20](=[O:21])[CH3:22].[CH3:23][CH2:24][OH:25].[Cl:1][CH2:2][c:3]1[n:4][c:5]2[n:6]([cH:7][cH:8][c:9]([CH3:11])[cH:10]2)[cH:12]1.[NH2:13][C:14]([NH2:15])=[S:16]>>[CH2:2]([c:3]1[n:4][c:5]2[n:6]([cH:7][cH:8][c:9]([CH3:11])[cH:10]2)[cH:12]1)[S:16][C:14](=[NH:13])[NH2:15].[ClH:1]. Yields the product Cc1ccn2cc(CSC(=N)N)nc2c1, Cl. Run in O1CCOCC1 (1,4-dioxane). Reported procedure: A 5 mL pressure tube was charged with 6-chloro-4-(1-methyl-1H-pyrazol-3-ylamino)pyridazin-3(2H)-one 109g (20.0 mg, 0.089 mmol), 2-tert-butyl-5-(2-methyl-3-(4,4,5,5-tetramethyl-1,3,2-dioxaborolan-2-yl)phenyl)-4H-pyrrolo[3,4-d]thiazol-6(5H)-one 109f (43.9 mg mg, 0.11 mmol), 1.27 M of potassium phosphate in water (0.15 mL, 0.20 mmol), tris(dibenzylideneacetone)dipalladium(0) (4.1 mg, 0.0044 mmol), S-Phos (4.4 mg, 0.011 mmol), and 1,4-dioxane (1.4 mL). The mixture was purged with nitrogen, sealed, a... The reactants are ClC=1C=C(C(NN1)=O)NC1=NN(C=C1)C (6-Chloro-4-(1-methyl-1H-pyrazol-3-ylamino)pyridazin-3(2H)-one), C(C)(C)(C)C=1SC2=C(N1)CN(C2=O)C2=C(C(=CC=C2)B2OC(C(O2)(C)C)(C)C)C (2-tert-Butyl-5-(2-methyl-3-(4,4,5,5-tetramethyl-1,3,2-dioxaborolan-2-yl)phenyl)-4H-pyrrolo[3,4-d]thiazol-6(5H)-one), P(=O)([O-])([O-])[O-].[K+].[K+].[K+] (potassium phosphate), O (water), COC=1C=CC=C(C1C=2C=CC=CC2P(C3CCCCC3)C4CCCCC4)OC (S-Phos). RXN SMILES: Cl[C:2]1[CH:3]=[C:4]([NH:9][C:10]2[CH:14]=[CH:13][N:12]([CH3:15])[N:11]=2)[C:5](=[O:8])[NH:6][N:7]=1.[C:16]([C:20]1[S:21][C:22]2[C:27](=[O:28])[N:26]([C:29]3[CH:34]=[CH:33][CH:32]=[C:31](B4OC(C)(C)C(C)(C)O4)[C:30]=3[CH3:44])[CH2:25][C:23]=2[N:24]=1)([CH3:19])([CH3:18])[CH3:17].P([O-])([O-])([O-])=O.[K+].[K+].[K+].O.COC1C=CC=C(OC)C=1C1C=CC=CC=1P(C1CCCCC1)C1CCCCC1>C1C=CC(/C=C/C(/C=C/C2C=CC=CC=2)=O)=CC=1.C1C=CC(/C=C/C(/C=C/C2C=CC=CC=2)=O)=CC=1.C1C=CC(/C=C/C(/C=C/C2C=CC=CC=2)=O)=CC=1.[Pd].[Pd].O1CCOCC1>[C:16]([C:20]1[S:21][C:22]2[C:27](=[O:28])[N:26]([C:29]3[CH:34]=[CH:33][CH:32]=[C:31]([C:2]4[CH:3]=[C:4]([NH:9][C:10]5[CH:14]=[CH:13][N:12]([CH3:15])[N:11]=5)[C:5](=[O:8])[NH:6][N:7]=4)[C:30]=3[CH3:44])[CH2:25][C:23]=2[N:24]=1)([CH3:19])([CH3:18])[CH3:17] |f:2.3.4.5,8.9.10.11.12|. Conditions: temperature 110 celsius. Yields the product C(C)(C)(C)C=1SC2=C(N1)CN(C2=O)C2=C(C(=CC=C2)C2=NNC(C(=C2)NC2=NN(C=C2)C)=O)C (2-tert-Butyl-5-(2-methyl-3-(5-(1-methyl-1H-pyrazol-3-ylamino)-6-oxo-1,6-dihydropyridazin-3-yl)phenyl)-4H-pyrrolo[3,4-d]thiazol-6(5H)-one). The reagents and catalysts are C=1C=CC(=CC1)/C=C/C(=O)/C=C/C2=CC=CC=C2.C=1C=CC(=CC1)/C=C/C(=O)/C=C/C2=CC=CC=C2.C=1C=CC(=CC1)/C=C/C(=O)/C=C/C2=CC=CC=C2.[Pd].[Pd] (tris(dibenzylideneacetone)dipalladium(0)). Yield: 30.7%. Starting materials: NC1=CC(=C(C=C1)O)Cl (4 -amino-2-chlorophenol), CN=C=O (methyl isocyanate). Solvent: C(C)OC(C)=O (ethylacetate). Reaction conditions: time 1 hour. Yields the product ClC=1C=C(C=CC1O)NC(=O)NC (1-(3-chloro-4-hydroxyphenyl)-3-methylurea). Yield: 99.7%. As a reaction SMILES: [NH2:1][C:2]1[CH:7]=[CH:6][C:5]([OH:8])=[C:4]([Cl:9])[CH:3]=1.[CH3:10][N:11]=[C:12]=[O:13]>C(OC(=O)C)C>[Cl:9][C:4]1[CH:3]=[C:2]([NH:1][C:12]([NH:11][CH3:10])=[O:13])[CH:7]=[CH:6][C:5]=1[OH:8]. Reported procedure: A solution of 4 -amino-2-chlorophenol (21.5 g; 0.15 mol) in ethylacetate (400 ml) is cooled to 0° C. and then methyl isocyanate (18.6 g; 0.15 mol) added slowly. The solution is stirred for one hour and then evaporated under vacuum to afford 30 g of title product, m.p. 188°-189° C. The reactants are CC(=O)Cl, CC1(C)CC(=O)CC(=O)C1, ClC(Cl)Cl, c1ccncc1. Product: CC(=O)OC1=CC(=O)CC(C)(C)C1. RXN SMILES: [CH3:1][C:2]([Cl:3])=[O:4].[CH3:5][C:6]1([CH3:14])[CH2:7][C:8](=[O:13])[CH2:9][C:10](=[O:12])[CH2:11]1.[CH:21]([Cl:22])([Cl:23])[Cl:24].[cH:15]1[cH:16][cH:17][n:18][cH:19][cH:20]1>>[CH3:1][C:2](=[O:4])[O:12][C:10]1=[CH:9][C:8](=[O:13])[CH2:7][C:6]([CH3:5])([CH3:14])[CH2:11]1. The reactants are CCCCCCCCCCCCCCCC(=O)O, NCC(O)CO. Product: CCCCCCCCCCCCCCCC(=O)NCC(O)CO. RXN SMILES: [CH3:7][CH2:8][CH2:9][CH2:10][CH2:11][CH2:12][CH2:13][CH2:14][CH2:15][CH2:16][CH2:17][CH2:18][CH2:19][CH2:20][CH2:21][C:22]([OH:23])=[O:24].[NH2:1][CH2:2][CH:3]([CH2:4][OH:5])[OH:6]>>[NH:1]([CH2:2][CH:3]([CH2:4][OH:5])[OH:6])[C:22]([CH2:21][CH2:20][CH2:19][CH2:18][CH2:17][CH2:16][CH2:15][CH2:14][CH2:13][CH2:12][CH2:11][CH2:10][CH2:9][CH2:8][CH3:7])=[O:23].